describe an organic reaction: reactants, conditions, products, and yield From a dataset of the Open Reaction Database (ORD), a public repository of structured organic reaction records. The reactants are O=C1C=2NC=NC2N(C(=O)N1C)C, [Zn].O=S(O)C(F)F. Reagents/catalysts: O=C(O)C(F)(F)F, OOC(C)(C)C. The solvent is O, ClCCl. Conditions: temperature 25 celsius, time 18 hour. The product is O=C1C=2NC(=NC2N(C(=O)N1C)C)C(F)F. Isolated yield 90.0%.